Dataset: the Open Reaction Database (ORD), a public repository of structured organic reaction records. Task: describe an organic reaction: reactants, conditions, products, and yield Starting materials: O.O.NC(C(=O)NC1[C@@H]2N(C(=C(CS2)COC(C)=O)C(=O)O)C1=O)C1=CC=CC=C1 (7-(α-aminophenylacetamido)-3-acetoxymethyl-3-cephem-4-carboxylic acid dihydrate), ice water, Cl (hydrochloric acid), N,O-bis-trimethylsilylacetamide, O=C1NC2=C(N1C(=O)Cl)C=CC=C2 (2,3-dihydro-2-oxo-1H-benzimidazol-1-ylcarbonyl chloride). Conditions: time 2 minute. Run in C(C)#N (acetonitrile). Reported procedure: To 15 ml. of dry acetonitrile were added 883 mg. (2 mmoles) of 7-(α-aminophenylacetamido)-3-acetoxymethyl-3-cephem-4-carboxylic acid dihydrate. The mixture was cooled, and 3.13 grams (14.4 mmoles) of N,O-bis-trimethylsilylacetamide were added. Solution was complete within two minutes. The resulting mixture then was stirred at room temperature, and 452 mg. (2.3 mmoles) of 2,3-dihydro-2-oxo-1H-benzimidazol-1-ylcarbonyl chloride were added, the temperature of the mixture rising from 25° C. to 28° C... Reaction SMILES: O.O.[NH2:3][CH:4]([C:25]1[CH:30]=[CH:29][CH:28]=[CH:27][CH:26]=1)[C:5]([NH:7][CH:8]1[C:23](=[O:24])[N:10]2[C:11]([C:20]([OH:22])=[O:21])=[C:12]([CH2:15][O:16][C:17](=[O:19])[CH3:18])[CH2:13][S:14][C@H:9]12)=[O:6].[O:31]=[C:32]1[N:36]([C:37](Cl)=[O:38])[C:35]2[CH:40]=[CH:41][CH:42]=[CH:43][C:34]=2[NH:33]1.Cl>C(#N)C>[O:31]=[C:32]1[N:36]([C:37]([NH:3][CH:4]([C:25]2[CH:26]=[CH:27][CH:28]=[CH:29][CH:30]=2)[C:5]([NH:7][CH:8]2[C:23](=[O:24])[N:10]3[C:11]([C:20]([OH:22])=[O:21])=[C:12]([CH2:15][O:16][C:17](=[O:19])[CH3:18])[CH2:13][S:14][C@H:9]23)=[O:6])=[O:38])[C:35]2[CH:40]=[CH:41][CH:42]=[CH:43][C:34]=2[NH:33]1 |f:0.1.2|. The yield is 102.6%. Product: O=C1NC2=C(N1C(=O)NC(C(=O)NC1[C@@H]3N(C(=C(CS3)COC(C)=O)C(=O)O)C1=O)C1=CC=CC=C1)C=CC=C2 (7-[α-(2,3-Dihydro-2-oxo-1H-benzimidazol-1-ylcarbonylamino)phenylacetamido]-3-acetoxymethyl-3-cephem-4-carboxylic acid). Reactants: S1C(=NC2=C1C=CC=C2)NC(=O)C=2C=CC=C1CCN(CC21)C=2SC(=C(N2)C(=O)O)CCCOC2=CC=C(C=C2)C2=CSC=C2C#N (2-[8-(Benzothiazol-2-ylcarbamoyl)-3,4-dihydro-1H-isoquinolin-2-yl]-5-{3-[4-(4-cyano-thiophen-3-yl)-phenoxy]-propyl}-thiazole-4-carboxylic acid), C(C)(C)NC=1C2=C(N=CN1)C(=CS2)C2=CC=C(C=C2)O (4-(4-(isopropylamino)thieno[3,2-d]pyrimidin-7-yl)phenol). The product is S1C(=NC2=C1C=CC=C2)NC(=O)C=2C=CC=C1CCN(CC21)C=2SC(=C(N2)C(=O)O)CCCOC2=CC=C(C=C2)C2=CSC1=C2N=CN=C1NC(C)C (2-[8-(Benzothiazol-2-ylcarbamoyl)-3,4-dihydro-1H-isoquinolin-2-yl]-5-{3-[4-(4-isopropylamino-thieno[3,2-d]pyrimidin-7-yl)-phenoxy]-propyl}-thiazole-4-carboxylic acid). As a reaction SMILES: [S:1]1[C:5]2[CH:6]=[CH:7][CH:8]=[CH:9][C:4]=2[N:3]=[C:2]1[NH:10][C:11]([C:13]1[CH:14]=[CH:15][CH:16]=[C:17]2[C:22]=1[CH2:21][N:20]([C:23]1[S:24][C:25]([CH2:31][CH2:32][CH2:33][O:34][C:35]3[CH:40]=[CH:39][C:38]([C:41]4[C:45](C#N)=[CH:44][S:43][CH:42]=4)=[CH:37][CH:36]=3)=[C:26]([C:28]([OH:30])=[O:29])[N:27]=1)[CH2:19][CH2:18]2)=[O:12].C([NH:51][C:52]1[C:53]2SC=[C:58](C3C=CC(O)=CC=3)[C:54]=2[N:55]=[CH:56][N:57]=1)(C)C>>[S:1]1[C:5]2[CH:6]=[CH:7][CH:8]=[CH:9][C:4]=2[N:3]=[C:2]1[NH:10][C:11]([C:13]1[CH:14]=[CH:15][CH:16]=[C:17]2[C:22]=1[CH2:21][N:20]([C:23]1[S:24][C:25]([CH2:31][CH2:32][CH2:33][O:34][C:35]3[CH:36]=[CH:37][C:38]([C:41]4[C:45]5[N:51]=[CH:52][N:57]=[C:56]([NH:55][CH:54]([CH3:58])[CH3:53])[C:44]=5[S:43][CH:42]=4)=[CH:39][CH:40]=3)=[C:26]([C:28]([OH:30])=[O:29])[N:27]=1)[CH2:19][CH2:18]2)=[O:12]. Procedure: The title compound 69 was prepared in a similar manner to the synthesis of compound 51 by substituting compound 51A with compound 69B: 1H NMR (DMSO-d6): δ 8.59 (s, 1H), 8.25 (s, 1H), 8.00 (d, J=7.67 Hz, 1H), 7.66-7.79 (m, 4H), 7.32-7.48 (m, 4H), 7.03 (d, J=8.59 Hz, 2H), 4.84 (s, 2H), 4.41-4.47 (m, 1H), 4.05 (t, J=6.14 Hz, 2H), 3.72-3.75 (m, 2H), 3.19-3.22 (m, 2H), 3.03 (t, J=5.98 Hz, 2H), 2.00-2.08 (m, 2H), 1.28 (d, J=6.44 Hz, 6H). ESI (+)/MS: 762 (M+H)+. Starting materials: BrC=1C=CC(=C(C1)[N+](=O)[O-])F (5-Bromo-2-fluoronitrobenzene), N[C@H](C(=O)O)CC ((S)-2-aminobutyric acid), FC1=CC(=C(C=C1)N[C@@H](C(=O)O)CC)[N+](=O)[O-] ((R)-2-(4-fluoro-2-nitrophenylamino)-butyric acid). Yields the product BrC1=CC(=C(C=C1)N[C@H](C(=O)O)CC)[N+](=O)[O-] ((2S)-2-[(4-bromo-2-nitrophenyl)amino]butanoic acid). Reaction SMILES: [Br:1][C:2]1[CH:3]=[CH:4][C:5](F)=[C:6]([N+:8]([O-:10])=[O:9])[CH:7]=1.[NH2:12][C@@H:13]([CH2:17][CH3:18])[C:14]([OH:16])=[O:15].FC1C=CC(N[C@H](CC)C(O)=O)=C([N+]([O-])=O)C=1>>[Br:1][C:2]1[CH:3]=[CH:4][C:5]([NH:12][C@@H:13]([CH2:17][CH3:18])[C:14]([OH:16])=[O:15])=[C:6]([N+:8]([O-:10])=[O:9])[CH:7]=1. Procedure: 5-Bromo-2-fluoronitrobenzene was treated with (S)-2-aminobutyric acid according to the procedure for the preparation of (R)-2-(4-fluoro-2-nitrophenylamino)-butyric acid (see Example 1) to yield (2S)-2-[(4-bromo-2-nitrophenyl)amino]butanoic acid. MS (ESI) m/z 303/305 ([M+H]+); MS (ESI) m/z 301/303 ([M−H]−). Starting materials: CS(C)=O, CNc1cc(C(O)CS(C)(=O)=O)cc(N(C)C)c1Cl, N#CCCNc1ccccc1. Yields the product CNc1cc(CC(C#N)=CNc2ccccc2)cc(N(C)C)c1Cl. As a reaction SMILES: [CH3:31][S:32]([CH3:33])=[O:34].[Cl:1][c:2]1[c:3]([N:17]([CH3:18])[CH3:19])[cH:4][c:5]([CH:6]([OH:7])[CH2:8][S:9]([CH3:10])(=[O:11])=[O:12])[cH:13][c:14]1[NH:15][CH3:16].[NH:20]([c:21]1[cH:22][cH:23][cH:24][cH:25][cH:26]1)[CH2:27][CH2:28][C:29]#[N:30]>>[Cl:1][c:2]1[c:3]([N:17]([CH3:18])[CH3:19])[cH:4][c:5]([CH2:6][C:28](=[CH:27][NH:20][c:21]2[cH:22][cH:23][cH:24][cH:25][cH:26]2)[C:29]#[N:30])[cH:13][c:14]1[NH:15][CH3:16]. The reactants are Cc1cccnc1C1=CC(C)(C)Oc2ccccc21, CC(=O)O, CCO. Yields the product Cc1cccnc1C1CC(C)(C)Oc2ccccc21. Reaction SMILES: [CH3:1][C:2]1([CH3:19])[O:3][c:4]2[c:5]([cH:15][cH:16][cH:17][cH:18]2)[C:6]([c:8]2[n:9][cH:10][cH:11][cH:12][c:13]2[CH3:14])=[CH:7]1.[CH3:20][C:21](=[O:22])[OH:23].[CH3:24][CH2:25][OH:26]>>[CH3:1][C:2]1([CH3:19])[O:3][c:4]2[c:5]([cH:15][cH:16][cH:17][cH:18]2)[CH:6]([c:8]2[n:9][cH:10][cH:11][cH:12][c:13]2[CH3:14])[CH2:7]1. Starting materials: O=C1N(N=CC(N1)=O)C=1C=CC(=C(C(=O)NCC2(CCCCCC2)O)C1)C (5-(3,5-Dioxo-4,5-dihydro-3H-[1,2,4]triazin-2-yl)-N-(1-hydroxy-cycloheptylmethyl)-2-methyl-benzamide), C(=O)([O-])[O-].[Cs+].[Cs+] (Cs2CO3), BrCC(=O)N (2-Bromoacetamide). Run in O (water), CS(=O)C (DMSO). Conditions: time 14 hour. Yields the product C(N)(=O)CN1C(N(N=CC1=O)C=1C=CC(=C(C(=O)NCC2(CCCCCC2)O)C1)C)=O (5-(4-Carbamoylmethyl-3,5-dioxo-4,5-dihydro-3H-[1,2,4]triazin-2-yl)-N-(1-hydroxy-cycloheptylmethyl)-2-methyl-benzamide). The yield is 45.5%. Reaction SMILES: [O:1]=[C:2]1[NH:7][C:6](=[O:8])[CH:5]=[N:4][N:3]1[C:9]1[CH:10]=[CH:11][C:12]([CH3:27])=[C:13]([CH:26]=1)[C:14]([NH:16][CH2:17][C:18]1([OH:25])[CH2:24][CH2:23][CH2:22][CH2:21][CH2:20][CH2:19]1)=[O:15].C([O-])([O-])=O.[Cs+].[Cs+].Br[CH2:35][C:36]([NH2:38])=[O:37]>CS(C)=O.O>[C:36]([CH2:35][N:7]1[C:6](=[O:8])[CH:5]=[N:4][N:3]([C:9]2[CH:10]=[CH:11][C:12]([CH3:27])=[C:13]([CH:26]=2)[C:14]([NH:16][CH2:17][C:18]2([OH:25])[CH2:24][CH2:23][CH2:22][CH2:21][CH2:20][CH2:19]2)=[O:15])[C:2]1=[O:1])(=[O:37])[NH2:38] |f:1.2.3|. Procedure details: A slurry of 5-(3,5-Dioxo-4,5-dihydro-3H-[1,2,4]triazin-2-yl)-N-(1-hydroxy-cycloheptylmethyl)-2-methyl-benzamide (200.0 mg, 0.537 mmol) and Cs2CO3 (290.3 mg, 0.891 mmol) were stirred in DMSO (1.79 mL, 0.3 M) at ambient temperature for 15 minutes. 2-Bromoacetamide (74.1 mg, 0.537 mmol) was added and the reaction stirred at ambient temperature for 14 hours. The reaction was diluted with water (15-fold) and the aqueous extracted with CH2Cl2 (3×). The organics were dried over sodium sulfate, and conc... The reactants are COC(=O)C(Br)c1ccc(Oc2ccc(Cl)cc2)cc1, C[O-], CO, [I-], [K+], [Na+], Oc1cccc2c1CCCC2, c1ccccc1. The product is COC(=O)C(Oc1cccc2c1CCCC2)c1ccc(Oc2ccc(Cl)cc2)cc1. RXN SMILES: [Br:17][CH:18]([C:19](=[O:20])[O:21][CH3:22])[c:23]1[cH:24][cH:25][c:26]([O:29][c:30]2[cH:31][cH:32][c:33]([Cl:36])[cH:34][cH:35]2)[cH:27][cH:28]1.[CH3:12][O-:13].[CH3:37][OH:38].[I-:16].[K+:15].[Na+:14].[OH:1][c:2]1[cH:3][cH:4][cH:5][c:6]2[c:11]1[CH2:10][CH2:9][CH2:8][CH2:7]2.[cH:39]1[cH:40][cH:41][cH:42][cH:43][cH:44]1>>[O:1]([c:2]1[cH:3][cH:4][cH:5][c:6]2[c:11]1[CH2:10][CH2:9][CH2:8][CH2:7]2)[CH:18]([C:19](=[O:20])[O:21][CH3:22])[c:23]1[cH:24][cH:25][c:26]([O:29][c:30]2[cH:31][cH:32][c:33]([Cl:36])[cH:34][cH:35]2)[cH:27][cH:28]1. Reactants: CC(CC=C[C@H]1N(C[C@@H](C1)OCC(=C)C)C(=O)OCC1=CC=CC=C1)C (benzyl (2S,4R)-2-(4-methyl-1-pentenyl)-4-[(2-methyl-2-propenyl)oxy]-1-pyrrolidinecarboxylate), [H][H] (hydrogen). The reagents and catalysts are [C].[Pd] (palladium-carbon). The solvent is C(C)O (ethanol). Yields the product C(C(C)C)O[C@@H]1C[C@H](NC1)CCCC(C)C ((2R,4R)-4-isobutoxy-2-(4-methylpentyl)-pyrrolidine). The yield is 97.6%. As a reaction SMILES: [CH3:1][CH:2]([CH3:26])[CH2:3][CH:4]=[CH:5][C@@H:6]1[CH2:10][C@@H:9]([O:11][CH2:12][C:13]([CH3:15])=[CH2:14])[CH2:8][N:7]1C(OCC1C=CC=CC=1)=O.[H][H]>C(O)C.[C].[Pd]>[CH2:12]([O:11][C@H:9]1[CH2:8][NH:7][C@H:6]([CH2:5][CH2:4][CH2:3][CH:2]([CH3:26])[CH3:1])[CH2:10]1)[CH:13]([CH3:15])[CH3:14] |f:3.4|. Procedure: In 5.8 ml of ethanol is dissolved 0.29 g of benzyl (2S,4R)-2-(4-methyl-1-pentenyl)-4-[(2-methyl-2-propenyl)oxy]-1-pyrrolidinecarboxylate. After adding 0.06 g of 5% palladium-carbon, the mixture is stirred at ambient temperature for 1.5 hours in a stream of hydrogen. The reaction mixture is filtered with Celite, and the solvent is distilled off from the filtrate under reduced pressure. Thus, 0.18 g of (2R,4R)-4-isobutoxy-2-(4-methylpentyl)-pyrrolidine is obtained as a yellow oily product. The reactants are COC1=CC=C(C=C1)CN1N=CC=C1N (1-{[4-(methyloxy)phenyl]methyl}-1H-pyrazol-5-amine), C1(CC1)C(CC(C(=O)OCC)=O)=O (ethyl 4-cyclopropyl-2,4-dioxobutanoate), C1=CC=CC=C1 (benzene), uncyclized adduct. Run in CC(=O)O (AcOH). Reaction conditions: temperature 63 celsius. Yields the product C1(CC1)C=1C=C(C2=C(N1)N(N=C2)CC2=CC=C(C=C2)OC)C(=O)OCC (Ethyl 6-cyclopropyl-1-{[4-(methyloxy)phenyl]methyl}-1H-pyrazolo[3,4-b]pyridine-4-carboxylate). The yield is 71.0%. Reaction SMILES: [CH3:1][O:2][C:3]1[CH:8]=[CH:7][C:6]([CH2:9][N:10]2[C:14]([NH2:15])=[CH:13][CH:12]=[N:11]2)=[CH:5][CH:4]=1.[CH:16]1([C:19](=O)[CH2:20][C:21](=O)[C:22]([O:24][CH2:25][CH3:26])=[O:23])[CH2:18][CH2:17]1.C1C=CC=CC=1>CC(O)=O>[CH:16]1([C:19]2[CH:20]=[C:21]([C:22]([O:24][CH2:25][CH3:26])=[O:23])[C:13]3[CH:12]=[N:11][N:10]([CH2:9][C:6]4[CH:5]=[CH:4][C:3]([O:2][CH3:1])=[CH:8][CH:7]=4)[C:14]=3[N:15]=2)[CH2:17][CH2:18]1. Reported procedure: A mixture of 1-{[4-(methyloxy)phenyl]methyl}-1H-pyrazol-5-amine (3 g, 14.76 mmol), ethyl 4-cyclopropyl-2,4-dioxobutanoate (2.72 g, 14.76 mmol) and benzene (50 mL) were heated at 63° C. for 16 h. The solvent was removed under reduced pressure. The crude residue was purified via silica gel chromatography (eluent: 0 to 25% EtOAc:Hex) to afford 2.56 g of the desired cyclized product and 1.71 g of the uncyclized adduct. The uncyclized adduct was dissolved in 25 mL of AcOH and heated to reflux for 16 ...